From a dataset of the Open Reaction Database (ORD), a public repository of structured organic reaction records. describe an organic reaction: reactants, conditions, products, and yield Starting materials: CC(=O)Oc1cccc(-c2c3ccccc3c(Br)c3sc4ccccc4c23)c1, Br. Yields the product Oc1cccc(-c2c3ccccc3c(Br)c3sc4ccccc4c23)c1. RXN SMILES: [Br:1][c:2]1[c:3]2[cH:4][cH:5][cH:6][cH:7][c:8]2[c:9](-[c:19]2[cH:20][c:21]([O:25][C:26](=[O:27])[CH3:28])[cH:22][cH:23][cH:24]2)[c:10]2[c:11]3[c:12]([s:13][c:14]12)[cH:15][cH:16][cH:17][cH:18]3.[Br:29]>>[Br:1][c:2]1[c:3]2[cH:4][cH:5][cH:6][cH:7][c:8]2[c:9](-[c:19]2[cH:20][c:21]([OH:25])[cH:22][cH:23][cH:24]2)[c:10]2[c:11]3[c:12]([s:13][c:14]12)[cH:15][cH:16][cH:17][cH:18]3. The reactants are [Si](C)(C)(C(C)(C)C)O[C@@H]1[C@H](C([C@H](C1)N1C2=NC(=NC(=C2N=C1)Cl)N)=C)CO[Si](C)(C)C(C)(C)C (9-[(1S,3R,4S)-4-tert-butyldimethylsilyloxy-3-(tert-butyldimethylsilyloxymethyl)-2-methylene-cyclopentyl]-6-chloro-9H-purine-2-amine), [F-].C(CCC)[N+](CCCC)(CCCC)CCCC (TBAF). Run in C1CCOC1 (THF). Reaction conditions: time 1 hour. Product: ClC1=C2N=CN(C2=NC(=N1)N)[C@@H]1C([C@@H]([C@H](C1)O)CO)=C (6-chloro-9-[(1S,3R,4S)-4-hydroxy-3-(hydroxymethyl)-2-methylene-cyclopentyl]-9H-purine-2-amine). Isolated yield 46.3%. RXN SMILES: [Si]([O:8][C@H:9]1[CH2:13][C@H:12]([N:14]2[CH:22]=[N:21][C:20]3[C:15]2=[N:16][C:17]([NH2:24])=[N:18][C:19]=3[Cl:23])[C:11](=[CH2:25])[C@@H:10]1[CH2:26][O:27][Si](C(C)(C)C)(C)C)(C(C)(C)C)(C)C.[F-].C([N+](CCCC)(CCCC)CCCC)CCC>C1COCC1>[Cl:23][C:19]1[N:18]=[C:17]([NH2:24])[N:16]=[C:15]2[C:20]=1[N:21]=[CH:22][N:14]2[C@H:12]1[CH2:13][C@H:9]([OH:8])[C@@H:10]([CH2:26][OH:27])[C:11]1=[CH2:25] |f:1.2|. Procedure: 200 mg (0.38 mmol) Compound 24 was dissolved in 10 ml THF, to which 720 mg TBAF (tetrabutylammonium fluoride) (6 mmol) was added. The mixture was stirred at room temperature for 1 hour. TLC showed the dot of starting material disappeared. THF was evaporated off under reduced pressure. 40 ml EtOAc was added to the residue. The mixture was successively washed with 20 ml water and saturated NaCl solution, dried with anhydrous Na2SO4, and filtered. The filtrate was evaporated to dryness under reduce... The reactants are C(C)OC(C(CCCCCCCCC)OC1=CC=C(C=C1)C1=CCCCC1)=O (α-[p-(1-cyclohexenyl)-phenoxy]-undecanoic acid ethyl ester), [OH-].[Na+] (sodium hydroxide). Run in C(C)O (ethanol), C(C)O (ethanol). Run at time 2 hour. Yields the product C1(=CCCCC1)C1=CC=C(OC(C(=O)O)CCCCCCCCC)C=C1 (α-[p-(1-cyclohexenyl)-phenoxy]-undecanoic acid). Reaction SMILES: C([O:3][C:4](=[O:28])[CH:5]([O:15][C:16]1[CH:21]=[CH:20][C:19]([C:22]2[CH2:27][CH2:26][CH2:25][CH2:24][CH:23]=2)=[CH:18][CH:17]=1)[CH2:6][CH2:7][CH2:8][CH2:9][CH2:10][CH2:11][CH2:12][CH2:13][CH3:14])C.[OH-].[Na+]>C(O)C>[C:22]1([C:19]2[CH:18]=[CH:17][C:16]([O:15][CH:5]([CH2:6][CH2:7][CH2:8][CH2:9][CH2:10][CH2:11][CH2:12][CH2:13][CH3:14])[C:4]([OH:28])=[O:3])=[CH:21][CH:20]=2)[CH2:27][CH2:26][CH2:25][CH2:24][CH:23]=1 |f:1.2|. Procedure: To 27 g of α-[p-(1-cyclohexenyl)-phenoxy]-undecanoic acid ethyl ester in 150 ml of ethanol are added 100 ml of 2N sodium hydroxide solution and the mixture stirred for 2 hours at room temperature. The ethanol is stripped off in vacuo and the residue partitioned between 2N hydrochloric acid and ether. The organic phase is washed until neutral, dried over sodium sulphate and evaporated to dryness. Distillation of the residue at 0.04 mm yields in the fraction boiling at 185°-190° C the α-[p-(1-cycl... Reactants: C1CCOC1, CC1CC(=O)OC(=O)C1, [Li+], Nc1ccccc1OCC(O)CN1CCC(Oc2ccc(Cl)c(Cl)c2)CC1, [OH-], O, O. The product is CC(CC(=O)O)CC(=O)Nc1ccccc1OCC(O)CN1CCC(Oc2ccc(Cl)c(Cl)c2)CC1. Reaction SMILES: [CH2:39]1[O:40][CH2:41][CH2:42][CH2:43]1.[CH3:28][CH:29]1[CH2:30][C:31](=[O:32])[O:33][C:34](=[O:36])[CH2:35]1.[Li+:38].[NH2:1][c:2]1[c:3]([O:4][CH2:5][CH:6]([CH2:7][N:8]2[CH2:9][CH2:10][CH:11]([O:14][c:15]3[cH:16][c:17]([Cl:22])[c:18]([Cl:21])[cH:19][cH:20]3)[CH2:12][CH2:13]2)[OH:23])[cH:24][cH:25][cH:26][cH:27]1.[OH-:37].[OH2:44].[OH2:45]>>[NH:1]([c:2]1[c:3]([O:4][CH2:5][CH:6]([CH2:7][N:8]2[CH2:9][CH2:10][CH:11]([O:14][c:15]3[cH:16][c:17]([Cl:22])[c:18]([Cl:21])[cH:19][cH:20]3)[CH2:12][CH2:13]2)[OH:23])[cH:24][cH:25][cH:26][cH:27]1)[C:34]([CH2:35][CH:29]([CH3:28])[CH2:30][C:31](=[O:32])[OH:33])=[O:36].